Task: describe an organic reaction: reactants, conditions, products, and yield. Dataset: the Open Reaction Database (ORD), a public repository of structured organic reaction records Starting materials: ClC1=NN2C(C(=CC=C2)C2=C(C=CC=C2)OCC(F)F)=N1 (2-chloro-8-[2-(2,2-difluoro-ethoxy)-phenyl]-[1,2,4]-triazolo[1,5-a]pyridine), C(C)(C)(C)OC(=O)N1CCC2=C(CC1)C=CC(=C2)N (7-amino-1,2,4,5-tetrahydro-3-benzazepine-3-carboxylic acid tert-butyl ester), 311b. Yields the product C(C)(C)(C)OC(=O)N1CCC2=C(CC1)C=CC(=C2)NC2=NN1C(C(=CC=C1)C1=C(C=CC=C1)OCC(F)F)=N2 (7-{8-[2-(2,2-Difluoro-ethoxy)-phenyl]-[1,2,4]triazolo[1,5-a]pyridin-2-ylamino}-1,2,4,5-tetrahydro-3-benzazepine-3-carboxylic acid tert-butyl ester), product. Yield: 60.0%. Reaction SMILES: Cl[C:2]1[N:21]=[C:5]2[C:6]([C:10]3[CH:15]=[CH:14][CH:13]=[CH:12][C:11]=3[O:16][CH2:17][CH:18]([F:20])[F:19])=[CH:7][CH:8]=[CH:9][N:4]2[N:3]=1.[C:22]([O:26][C:27]([N:29]1[CH2:35][CH2:34][C:33]2[CH:36]=[CH:37][C:38]([NH2:40])=[CH:39][C:32]=2[CH2:31][CH2:30]1)=[O:28])([CH3:25])([CH3:24])[CH3:23]>>[C:22]([O:26][C:27]([N:29]1[CH2:35][CH2:34][C:33]2[CH:36]=[CH:37][C:38]([NH:40][C:2]3[N:21]=[C:5]4[C:6]([C:10]5[CH:15]=[CH:14][CH:13]=[CH:12][C:11]=5[O:16][CH2:17][CH:18]([F:20])[F:19])=[CH:7][CH:8]=[CH:9][N:4]4[N:3]=3)=[CH:39][C:32]=2[CH2:31][CH2:30]1)=[O:28])([CH3:25])([CH3:23])[CH3:24]. Procedure details: 7-{8-[2-(2,2-Difluoro-ethoxy)-phenyl]-[1,2,4]triazolo[1,5-a]pyridin-2-ylamino}-1,2,4,5-tetrahydro-3-benzazepine-3-carboxylic acid tert-butyl ester was prepared from 2-chloro-8-[2-(2,2-difluoro-ethoxy)-phenyl]-[1,2,4]-triazolo[1,5-a]pyridine (0.371 g, 1.20 mmol) and 7-amino-1,2,4,5-tetrahydro-3-benzazepine-3-carboxylic acid tert-butyl ester (0.471 g, 1.80 mmol) in a manner analogous to Example 311a and 311b to give product (0.388 g, 60%). 1H NMR (400 MHz, (D3C)2SO, δ, ppm): 9.54 (s, 1H), 8.75 (d,... Starting materials: O=S(Cl)Cl (SOCl2), CC1=CC=C(O1)C(=O)O (5-methylfuran-2-carboxylic acid). Run in C1=CC=CC=C1 (benzene), C1=CC=CC=C1 (benzene). Conditions: temperature 80 celsius, time 1 hour. Product: CC1=CC=C(O1)C(=O)Cl (5-Methyl-2-furoyl chloride). As a reaction SMILES: O=S(Cl)[Cl:3].[CH3:5][C:6]1[O:10][C:9]([C:11]([OH:13])=O)=[CH:8][CH:7]=1>C1C=CC=CC=1>[CH3:5][C:6]1[O:10][C:9]([C:11]([Cl:3])=[O:13])=[CH:8][CH:7]=1. Reported procedure: A solution of 0.31 g of SOCl2 in 2 ml of benzene was added dropwise at 0° C. under nitrogen atmosphere to a solution of 0.22 g of 5-methylfuran-2-carboxylic acid, prepared following the method described by Robert et al., Eur. J. Med. Chem. 30, 915-924 (1995), in 5 ml of benzene. The mixture was stirred at 80° C. for 1 hour and the excess SOCl2 was then distilled off. The residue (0.24 g, 97% of theory) was utilized for the next step without further purification. Reactants: Cc1ccc(Cl)nn1, CC(c1ccc(B2OC(C)(C)C(C)(C)O2)cc1)N1CCC(CCCO)(c2ccc(F)cc2)OC1=O. Product: Cc1ccc(-c2ccc(C(C)N3CCC(CCCO)(c4ccc(F)cc4)OC3=O)cc2)nn1. RXN SMILES: [Cl:36][c:37]1[n:38][n:39][c:40]([CH3:43])[cH:41][cH:42]1.[F:1][c:2]1[cH:3][cH:4][c:5]([C:8]2([CH2:32][CH2:33][CH2:34][OH:35])[CH2:9][CH2:10][N:11]([CH:15]([CH3:16])[c:17]3[cH:18][cH:19][c:20]([B:23]4[O:24][C:25]([CH3:26])([CH3:27])[C:28]([CH3:29])([CH3:30])[O:31]4)[cH:21][cH:22]3)[C:12](=[O:14])[O:13]2)[cH:6][cH:7]1>>[F:1][c:2]1[cH:3][cH:4][c:5]([C:8]2([CH2:32][CH2:33][CH2:34][OH:35])[CH2:9][CH2:10][N:11]([CH:15]([CH3:16])[c:17]3[cH:18][cH:19][c:20](-[c:37]4[n:38][n:39][c:40]([CH3:43])[cH:41][cH:42]4)[cH:21][cH:22]3)[C:12](=[O:14])[O:13]2)[cH:6][cH:7]1.